Task: describe an organic reaction: reactants, conditions, products, and yield. Dataset: the Open Reaction Database (ORD), a public repository of structured organic reaction records The reactants are CO, CC(C)(C)CCN, COC(C=O)OC, O. The product is COC(CNCCC(C)(C)C)OC. Reaction SMILES: [CH3:15][OH:16].[CH3:1][C:2]([CH2:3][CH2:4][NH2:5])([CH3:6])[CH3:7].[CH3:8][O:9][CH:10]([CH:11]=[O:12])[O:13][CH3:14].[OH2:17]>>[CH3:1][C:2]([CH2:3][CH2:4][NH:5][CH2:11][CH:10]([O:9][CH3:8])[O:13][CH3:14])([CH3:6])[CH3:7]. The reactants are CC=1C(=NON1)N (4-methyl-3-aminofurazan), C(C)OCC (ethyl ether), [Cl-] (chloride), C1(CC1)C(=O)O (cyclopropanecarboxylic acid). Solvent: N1=CC=CC=C1 (pyridine). Conditions: time 30 minute. Product: CC=1C(=NON1)NC(=O)C1CC1 (N-(4-methylfurazan-3-yl)cyclopropanecarboxamide). As a reaction SMILES: [CH3:1][C:2]1[C:3]([NH2:7])=[N:4][O:5][N:6]=1.C(OCC)C.[Cl-].[CH:14]1([C:17](O)=[O:18])[CH2:16][CH2:15]1>N1C=CC=CC=1>[CH3:1][C:2]1[C:3]([NH:7][C:17]([CH:14]2[CH2:16][CH2:15]2)=[O:18])=[N:4][O:5][N:6]=1. Reported procedure: 5 g (about 0.05 moles) of 4-methyl-3-aminofurazan, 50 ml of ethyl ether and 4 ml of pyridine are then loaded into a 100 ml glass reactor. This is cooled to a temperature of from 0° to 10° C. and 5 ml (0.06 moles) of the chloride of cyclopropanecarboxylic acid are added under agitation. Heating is then carried out under reflux for about one hour. After cooling of the reaction mass, the ether is evaporated and the residual solid is transferred into about 100 ml of water. Slight heating is effected...